Dataset: the Open Reaction Database (ORD), a public repository of structured organic reaction records. Task: describe an organic reaction: reactants, conditions, products, and yield Reactants: CO (methanol), C(C)OP(OCC)[O-] (diethylphosphite), C=O (paraformaldehyde), NCC(=O)O (glycine). The solvent is C(C)N(CC)CC (triethylamine). Yields the product P(=O)(O)(O)CNCC(=O)O (N-phosphonomethyl-glycine). Reaction SMILES: [CH3:1]O.C=O.[NH2:5][CH2:6][C:7]([OH:9])=[O:8].C([O:12][P:13]([O-:17])[O:14]CC)C>C(N(CC)CC)C>[P:13]([CH2:1][NH:5][CH2:6][C:7]([OH:9])=[O:8])([OH:17])([OH:14])=[O:12]. Procedure: By using 500 ml. of anhydrous methanol containing 10% tetrahydrofuran, 47.0 g. of triethylamine, 30.0 g. of paraformaldehyde, 37.5 g. of glycine and 55.0 g. of diethylphosphite one may proceed as disclosed in Example 1. 65-66 g. of N-phosphonomethyl-glycine are isolated in crystalline form, purity, above 95%. The quality of the product is identical with the quality of the product obtained according to Example 1. The reactants are COC1=C(OCCCCCCOC(C2=CC(=CC(=C2)[N+](=O)[O-])[N+](=O)[O-])=O)C=CC(=C1)C=CC(=O)OC (3,5-dinitrobenzoic acid 6-[2-methoxy-4-(2-methoxycarbonylvinyl)phenoxy]hexyl ester), [Cl-].[NH4+] (ammonium chloride), CO.O (methanol water). The reagents and catalysts are [Zn] (zinc). The solvent is mixture, CO (methanol). The product is COC1=C(OCCCCCCOC(C2=CC(=CC(=C2)N)N)=O)C=CC(=C1)C=CC(=O)OC (3,5-diaminobenzoic acid 6-[2-methoxy-4-(2-methoxycarbonylvinyl)phenoxy]hexyl ester). Yield: 95.4%. Reaction SMILES: [CH3:1][O:2][C:3]1[CH:30]=[C:29]([CH:31]=[CH:32][C:33]([O:35][CH3:36])=[O:34])[CH:28]=[CH:27][C:4]=1[O:5][CH2:6][CH2:7][CH2:8][CH2:9][CH2:10][CH2:11][O:12][C:13](=[O:26])[C:14]1[CH:19]=[C:18]([N+:20]([O-])=O)[CH:17]=[C:16]([N+:23]([O-])=O)[CH:15]=1.[Cl-].[NH4+].CO.O>[Zn].CO>[CH3:1][O:2][C:3]1[CH:30]=[C:29]([CH:31]=[CH:32][C:33]([O:35][CH3:36])=[O:34])[CH:28]=[CH:27][C:4]=1[O:5][CH2:6][CH2:7][CH2:8][CH2:9][CH2:10][CH2:11][O:12][C:13](=[O:26])[C:14]1[CH:19]=[C:18]([NH2:20])[CH:17]=[C:16]([NH2:23])[CH:15]=1 |f:1.2,3.4|. Procedure: 1.0 g (1.99 mmol) of 3,5-dinitrobenzoic acid 6-[2-methoxy-4-(2-methoxycarbonylvinyl)phenoxy]hexyl ester and 0.42 g (7.96 mmol) of ammonium chloride were suspended in 20 ml of a mixture consisting of methanol : water 9:1. 2.6 g (39.8 mmol) of zinc were then added in portions in the course of 30 minutes. After 2 hours at room temperature 20 ml of methanol were added. After a further 17 hours the reaction suspension was partitioned between methylene chloride and water and the organic phase was wash... The reactants are [Cl-].[Na+] (sodium chloride), N1(C2=C(C=C1)COC1=C2C=CC=C1)CCNC(C)=O (N-[2-(1,4-dihydro[1]benzopyrano[4,3-b]pyrrol-1-yl)-ethyl]-acetamide), [OH-].[K+] (potassium hydroxide), O (water), C(C)OCC (diethyl ether). The solvent is C(CO)O (ethylene glycol). Conditions: time 23 hour. Yields the product C(\C=C\C(=O)O)(=O)O.N1(C2=C(C=C1)COC1=C2C=CC=C1)CCN (2-(1,4-dihydro-[1]benzopyrano[4,3-b]pyrrol-1-yl)-ethylamine fumarate). The yield is 31.0%. As a reaction SMILES: [N:1]1([CH2:14][CH2:15][NH:16][C:17](=[O:19])[CH3:18])[CH:5]=[CH:4][C:3]2[CH2:6][O:7][C:8]3[CH:13]=[CH:12][CH:11]=[CH:10][C:9]=3[C:2]1=2.[OH-:20].[K+].[OH2:22].[Cl-].[Na+].C([O:27][CH2:28][CH3:29])C>C(O)CO>[C:28]([OH:27])(=[O:22])/[CH:29]=[CH:18]/[C:17]([OH:19])=[O:20].[N:1]1([CH2:14][CH2:15][NH2:16])[CH:5]=[CH:4][C:3]2[CH2:6][O:7][C:8]3[CH:13]=[CH:12][CH:11]=[CH:10][C:9]=3[C:2]1=2 |f:1.2,4.5,8.9|. Procedure: A mixture of 2.5 g of N-[2-(1,4-dihydro[1]benzopyrano[4,3-b]pyrrol-1-yl)-ethyl]-acetamide, 3.28 g of potassium hydroxide, 20 ml of water and 40 ml of ethylene glycol was heated to 110° while stirring for 23 hours. After cooling, the reaction mixture was poured into 100 ml of saturated sodium chloride solution and extracted three times with 200 ml of ethyl acetate each time. The organic phases were washed once with 200 ml of saturated sodium chloride solution, dried over magnesium sulfate and con... Starting materials: CC(C)(C)OC(=O)N1CCNCC1, CC(=O)O, CCO, C=Cc1ccncc1. Yields the product CC(C)(C)OC(=O)N1CCN(CCc2ccncc2)CC1. Reaction SMILES: [C:1](=[O:2])([O:3][C:4]([CH3:5])([CH3:6])[CH3:7])[N:8]1[CH2:9][CH2:10][NH:11][CH2:12][CH2:13]1.[CH3:22][C:23](=[O:24])[OH:25].[CH3:26][CH2:27][OH:28].[CH:14](=[CH2:15])[c:16]1[cH:17][cH:18][n:19][cH:20][cH:21]1>>[C:1](=[O:2])([O:3][C:4]([CH3:5])([CH3:6])[CH3:7])[N:8]1[CH2:9][CH2:10][N:11]([CH2:15][CH2:14][c:16]2[cH:17][cH:18][n:19][cH:20][cH:21]2)[CH2:12][CH2:13]1. Reactants: CC(Oc1ccc(Cl)cc1Cl)C(=O)Cl, CCOC1CC(n2cc(CC)c(=O)[nH]c2=O)OC1CN. Yields the product CCOC1CC(n2cc(CC)c(=O)[nH]c2=O)OC1CNC(=O)C(C)Oc1ccc(Cl)cc1Cl. Reaction SMILES: [Cl:1][c:2]1[c:3]([O:4][CH:5]([C:6](=[O:7])[Cl:8])[CH3:9])[cH:10][cH:11][c:12]([Cl:14])[cH:13]1.[NH2:15][CH2:16][CH:17]1[CH:18]([O:32][CH2:33][CH3:34])[CH2:19][CH:20]([n:22]2[c:23](=[O:24])[nH:25][c:26](=[O:27])[c:28]([CH2:30][CH3:31])[cH:29]2)[O:21]1>>[Cl:1][c:2]1[c:3]([O:4][CH:5]([C:6](=[O:7])[NH:15][CH2:16][CH:17]2[CH:18]([O:32][CH2:33][CH3:34])[CH2:19][CH:20]([n:22]3[c:23](=[O:24])[nH:25][c:26](=[O:27])[c:28]([CH2:30][CH3:31])[cH:29]3)[O:21]2)[CH3:9])[cH:10][cH:11][c:12]([Cl:14])[cH:13]1. Starting materials: Cc1cc2c(N)cccc2cn1, O=C=NCc1ccc(C(F)(F)F)cc1. RXN SMILES: [CH3:1][c:2]1[n:3][cH:4][c:5]2[cH:6][cH:7][cH:8][c:9]([NH2:12])[c:10]2[cH:11]1.[F:13][C:14]([c:15]1[cH:16][cH:17][c:18]([CH2:19][N:20]=[C:21]=[O:22])[cH:23][cH:24]1)([F:25])[F:26]>>[CH3:1][c:2]1[n:3][cH:4][c:5]2[cH:6][cH:7][cH:8][c:9]([NH:12][C:21]([NH:20][CH2:19][c:18]3[cH:17][cH:16][c:15]([C:14]([F:13])([F:25])[F:26])[cH:24][cH:23]3)=[O:22])[c:10]2[cH:11]1. Product: Cc1cc2c(NC(=O)NCc3ccc(C(F)(F)F)cc3)cccc2cn1.